From a dataset of the Open Reaction Database (ORD), a public repository of structured organic reaction records. describe an organic reaction: reactants, conditions, products, and yield Starting materials: C1(=CC=CC=C1)[C@@H]1[C@@H](CCCC1)N1CCCC1 (cis- 2Phenyl-1-pyrrolidinocyclohexane), COS(=O)(=O)C1=CC=C(C=C1)C (methyl-p-toluenesulphonate). The solvent is C(C)(=O)OCC (ethyl acetate). Yields the product C1(=CC=C(C=C1)S(=O)(=O)[O-])C.C1(=CC=CC=C1)[C@@H]1[C@@H](CCCC1)[N+]1(CCCC1)C (N-(cis-2-Phenylcyclohexyl)-N-methylpyrrolidinium p-toluensulphonate). Isolated yield 72.0%. Reaction SMILES: [C:1]1([C@H:7]2[CH2:12][CH2:11][CH2:10][CH2:9][C@H:8]2[N:13]2[CH2:17][CH2:16][CH2:15][CH2:14]2)[CH:6]=[CH:5][CH:4]=[CH:3][CH:2]=1.[CH3:18][O:19][S:20]([C:23]1[CH:28]=[CH:27][C:26]([CH3:29])=[CH:25][CH:24]=1)(=[O:22])=[O:21]>C(OCC)(=O)C>[C:26]1([CH3:29])[CH:25]=[CH:24][C:23]([S:20]([O-:22])(=[O:19])=[O:21])=[CH:28][CH:27]=1.[C:1]1([C@H:7]2[CH2:12][CH2:11][CH2:10][CH2:9][C@H:8]2[N+:13]2([CH3:18])[CH2:17][CH2:16][CH2:15][CH2:14]2)[CH:2]=[CH:3][CH:4]=[CH:5][CH:6]=1 |f:3.4|. Reported procedure: cis- 2Phenyl-1-pyrrolidinocyclohexane (2.3g) and methyl-p-toluenesulphonate (1.9g) were heated in boiling ethyl acetate under reflux for 18 hours. An oil slowly formed which quickly crystallised on cooling. Recrystallisation from ethyl alcohol/ethyl acetate afforded the quaternary salt (3.0g), m.p. 146° to 148° C Reported procedure: LiOH.H2O (120 mg, 2.85 mmol), dissolved in 1 ml of water, is added to a solution of ethyl 2-(4,5,6,7-tetrahydro-1-phenyl-1H-indazol-4-yl)acetate (808 mg, 2.85 mmol) in methanol (20 mL) and is stirred at room temperature for 1 hour following the reaction by means of TLC. The methanol is evaporated under reduced pressure, the residue is suspended in water and acidified with diluted HCl forming a pulp that is extracted with ethyl acetate. The organic phase is washed with water, dried and evaporated... Reaction conditions: time 1 hour. Run in O (water), CO (methanol). The product is C1(=CC=CC=C1)N1N=CC=2C(CCCC12)CC(=O)O (2-(4,5,6,7-tetrahydro-1-phenyl-1H-indazol-4-yl)acetic acid). As a reaction SMILES: O[Li].O.[C:4]1([N:10]2[C:18]3[CH2:17][CH2:16][CH2:15][CH:14]([CH2:19][C:20]([O:22]CC)=[O:21])[C:13]=3[CH:12]=[N:11]2)[CH:9]=[CH:8][CH:7]=[CH:6][CH:5]=1>O.CO>[C:4]1([N:10]2[C:18]3[CH2:17][CH2:16][CH2:15][CH:14]([CH2:19][C:20]([OH:22])=[O:21])[C:13]=3[CH:12]=[N:11]2)[CH:5]=[CH:6][CH:7]=[CH:8][CH:9]=1 |f:0.1|. The reactants are O[Li].O (LiOH.H2O), C1(=CC=CC=C1)N1N=CC=2C(CCCC12)CC(=O)OCC (ethyl 2-(4,5,6,7-tetrahydro-1-phenyl-1H-indazol-4-yl)acetate). Yield: 55.8%.